Task: describe an organic reaction: reactants, conditions, products, and yield. Dataset: the Open Reaction Database (ORD), a public repository of structured organic reaction records The reactants are C(C)(=O)NC=1C=C(C(C(=O)OC)=CC1)C(=O)OC (Dimethyl 4-acetamidophthalate), [N+](=O)(O)[O-] (nitric acid). Run in C(Cl)Cl (methylene chloride). Reaction conditions: time 2.5 hour. The product is C(C)(=O)NC=1C=C(C(C(=O)OC)=CC1[N+](=O)[O-])C(=O)OC (Dimethyl 4-acetamido-5-nitrophthalate). Reaction SMILES: [C:1]([NH:4][C:5]1[CH:6]=[C:7]([C:15]([O:17][CH3:18])=[O:16])[C:8](=[CH:13][CH:14]=1)[C:9]([O:11][CH3:12])=[O:10])(=[O:3])[CH3:2].[N+:19]([O-])([OH:21])=[O:20]>C(Cl)Cl>[C:1]([NH:4][C:5]1[CH:6]=[C:7]([C:15]([O:17][CH3:18])=[O:16])[C:8](=[CH:13][C:14]=1[N+:19]([O-:21])=[O:20])[C:9]([O:11][CH3:12])=[O:10])(=[O:3])[CH3:2]. Procedure: Dimethyl 4-acetamidophthalate (100.4 g, 0.400 mol) is added to fuming nitric acid (90%, 600 mL) at 0° C. to 5° C. When the addition is completed (0.5 hour), the mixture is stirred 2.5 hours at 0° C. to 10° C., combined with cold methylene chloride and shaken with crushed ice. The aqueous layer is separated and extracted further with methylene chloride. The combined organic layers are washed with ice water, sodium bicarbonate solution and cold water, dried (MgSO4) and concentrated in vacuo to giv...